From a dataset of the Open Reaction Database (ORD), a public repository of structured organic reaction records. describe an organic reaction: reactants, conditions, products, and yield Yields the product COc1ccc(C(=O)c2csc(S(N)(=O)=O)c2)cc1. The reactants are COc1ccc(C(=O)c2csc(S(=O)(=O)O)c2)cc1, CC(C)=O, ClCCl, [NH4+], [OH-], O=S(Cl)Cl. As a reaction SMILES: [CH3:1][O:2][c:3]1[cH:4][cH:5][c:6]([C:7](=[O:8])[c:9]2[cH:10][c:11]([S:14](=[O:15])(=[O:16])[OH:17])[s:12][cH:13]2)[cH:18][cH:19]1.[CH3:29][C:30](=[O:31])[CH3:32].[Cl:26][CH2:27][Cl:28].[NH4+:25].[OH-:24].[S:20]([Cl:21])([Cl:22])=[O:23]>>[CH3:1][O:2][c:3]1[cH:4][cH:5][c:6]([C:7](=[O:8])[c:9]2[cH:10][c:11]([S:14](=[O:15])(=[O:16])[NH2:25])[s:12][cH:13]2)[cH:18][cH:19]1.